Dataset: the Open Reaction Database (ORD), a public repository of structured organic reaction records. Task: describe an organic reaction: reactants, conditions, products, and yield Starting materials: C(CCC)[Li] (n-butyl lithium), C=1N=CN2C1CCCC2 (5,6,7,8-tetrahydroimidazo[1,5-a]pyridine), Cl (hydrochloric acid), C=O (formaldehyde), C=O (paraformaldehyde). Solvent: CCCCCC (n-hexane), CCOCC (ether). Conditions: time 3 hour. Yields the product OCC1=NC=C2N1CCCC2 (3-hydroxymethyl-5,6,7,8-tetrahydroimidazo[1,5-a]pyridine). As a reaction SMILES: C([Li])CCC.[CH:6]1[N:7]=[CH:8][N:9]2[CH2:14][CH2:13][CH2:12][CH2:11][C:10]=12.[CH2:15]=[O:16].Cl>CCCCCC.CCOCC>[OH:16][CH2:15][C:8]1[N:9]2[CH2:14][CH2:13][CH2:12][CH2:11][C:10]2=[CH:6][N:7]=1. Reported procedure: A solution of 1.58 molar n-butyl lithium in n-hexane (49 ml.) was added over 0.5 hour to a stirred solution of 5,6,7,8-tetrahydroimidazo[1,5-a]pyridine (8.9 g.) in dry ether at -60° under nitrogen. After 3 hours, gaseous formaldehyde generated by the thermal condensation of paraformaldehyde (6.9 g.) was passed into the red solution. The mixture was allowed to warm to room temperature overnight, acidified with hydrochloric acid and extracted with chloroform. The aqueous layer was basified with an... Starting materials: CC1=CC=C(C(C)O)O1 (5-methyl-α-methyl-furfuryl alcohol), C(C)(=O)[O-].[Na+] (sodium acetate), resultant mixture. The solvent is O (water). Yields the product CC1C(C=CC1(C)O)=O (2-methyl-3-hydroxy-3-methyl-4-cyclopentenone). Yield: 78.0%. Reaction SMILES: [CH3:1][C:2]1[O:9][C:5]([CH:6](O)[CH3:7])=[CH:4][CH:3]=1.C([O-])(=[O:12])C.[Na+]>O>[CH3:7][CH:6]1[C:2]([OH:9])([CH3:1])[CH:3]=[CH:4][C:5]1=[O:12] |f:1.2|. Procedure: In the same apparatus as in Example 1, 5-methyl-α-methyl-furfuryl alcohol (35 parts), water (1050 parts) and sodium acetate (0.07 part) were charged, and the resultant mixture was stirred at 100° C. in a nitrogen stream while maintaining the pH at 5.0 to 5.7 until the starting compound was consumed. The reaction mixture was treated as in Example 1 to give 2-methyl-3-hydroxy-3-methyl-4-cyclopentenone in a yield of 78 %. Reactants: ClC1=NC=NC2=CC(=C(C=C12)OC)OCCCN1CCOCC1 (4-chloro-6-methoxy-7-(3-morpholinopropoxy)quinazoline), NC1=C(C=CC=2C(=COC21)Br)Cl (7-amino-3-bromo-6-chlorobenzofuran). Yields the product BrC1=COC2=C1C=CC(=C2NC2=NC=NC1=CC(=C(C=C21)OC)OCCCN2CCOCC2)Cl (4-(3-bromo-6-chlorobenzofuran-7-ylamino)-6-methoxy-7-(3-morpholinopropoxy)quinazoline). Yield: 66.4%. RXN SMILES: Cl[C:2]1[C:11]2[C:6](=[CH:7][C:8]([O:14][CH2:15][CH2:16][CH2:17][N:18]3[CH2:23][CH2:22][O:21][CH2:20][CH2:19]3)=[C:9]([O:12][CH3:13])[CH:10]=2)[N:5]=[CH:4][N:3]=1.[NH2:24][C:25]1[C:33]2[O:32][CH:31]=[C:30]([Br:34])[C:29]=2[CH:28]=[CH:27][C:26]=1[Cl:35]>>[Br:34][C:30]1[C:29]2[CH:28]=[CH:27][C:26]([Cl:35])=[C:25]([NH:24][C:2]3[C:11]4[C:6](=[CH:7][C:8]([O:14][CH2:15][CH2:16][CH2:17][N:18]5[CH2:23][CH2:22][O:21][CH2:20][CH2:19]5)=[C:9]([O:12][CH3:13])[CH:10]=4)[N:5]=[CH:4][N:3]=3)[C:33]=2[O:32][CH:31]=1. Procedure: Using an analogous procedure to that described in Example 3, 4-chloro-6-methoxy-7-(3-morpholinopropoxy)quinazoline (0.13 g) was reacted with 7-amino-3-bromo-6-chlorobenzofuran (0.186 g) to give the title compound (0.14 g); NMR Spectrum: (DMSOd6 and CF3CO2D) 2.3 (m, 2H), 3.15 (m, 2H), 3.35 (t, 2H), 3.55 (m, 2H), 3.7 (t, 2H), 4.0 (s, 3H), 4.05 (m, 2H), 4.35 (t, 2H), 7.4 (s, 1H), 7.7 (d, 2H), 8.2 (s, 1H), 8.4 (s, 1H), 8.85 (s, 1H); Mass Spectrum: M+H+ 549. The reactants are C[Si](Cl)(C)C (trimethylchlorosilane), BrC(=CC1(COC1)C)Br (3-(2,2-dibromovinyl)-3-methyloxetane), C(CCC)[Li] (n-butyllithium), solution. Run in C1CCOC1 (THF), CCCCCC (hexane). Run at temperature -78 celsius, time 45 minute. Product: C[Si](C#CC1(COC1)C)(C)C (trimethyl((3-methyloxetan-3-yl)ethynyl)silane). Isolated yield 93.9%. Reaction SMILES: Br[C:2](Br)=[CH:3][C:4]1([CH3:8])[CH2:7][O:6][CH2:5]1.C([Li])CCC.[CH3:15][Si:16]([CH3:19])([CH3:18])Cl>C1COCC1.CCCCCC>[CH3:15][Si:16]([CH3:19])([CH3:18])[C:2]#[C:3][C:4]1([CH3:8])[CH2:7][O:6][CH2:5]1. Reported procedure: A 250-mL round-bottom flask was charged with 3-(2,2-dibromovinyl)-3-methyloxetane (2.177 g, 8.51 mmol) in THF (85 mL) to give a clear solution. The flask was cooled in a dry ice/acetone bath for 15 min, then n-butyllithium (7.83 mL, 19.56 mmol) (as a 2.5 M solution in hexane) was added dropwise over five min. After stirring at −78° C. for 45 min, trimethylchlorosilane (3.81 mL, 29.8 mmol) was added over 2 min. The cooling bath was removed after 30 min and the reaction was allowed to warm to RT f...